From a dataset of the Open Reaction Database (ORD), a public repository of structured organic reaction records. describe an organic reaction: reactants, conditions, products, and yield Starting materials: CC(=O)CCC(=O)O (laevulinic acid), Cl.ClC1=CC=C2C(=NC=NC2=C1)N(N=CC)C1=CC=C(C=C1)OC (acetaldehyde N1 -(7-chloroquinazolin-4-yl)-p-methoxyphenylhydrazone hydrochloride). Run in O (water). Product: O.CC=1N(C2=CC=C(C=C2C1CC(=O)O)OC)C1=NC=NC2=CC(=CC=C12)Cl (2-methyl-5-methoxy-1-(7-chloroquinazolin-4-yl)indol-3-ylacetic acid monohydrate). Reaction SMILES: [CH3:1][C:2]([CH2:4][CH2:5][C:6]([OH:8])=[O:7])=[O:3].Cl.[Cl:10][C:11]1[CH:20]=[C:19]2[C:14]([C:15]([N:21]([C:25]3[CH:30]=[CH:29][C:28]([O:31][CH3:32])=[CH:27][CH:26]=3)N=CC)=[N:16][CH:17]=[N:18]2)=[CH:13][CH:12]=1>O>[OH2:3].[CH3:1][C:2]1[N:21]([C:15]2[C:14]3[C:19](=[CH:20][C:11]([Cl:10])=[CH:12][CH:13]=3)[N:18]=[CH:17][N:16]=2)[C:25]2[C:26]([C:4]=1[CH2:5][C:6]([OH:8])=[O:7])=[CH:27][C:28]([O:31][CH3:32])=[CH:29][CH:30]=2 |f:1.2,4.5|. Procedure details: A mixture of laevulinic acid (15g.) and acetaldehyde N1 -(7-chloroquinazolin-4-yl)-p-methoxyphenylhydrazone hydrochloride (3.3g.) was heated at 95°-100° C. for 18 hours. The mixture was poured into water (ca 300ml.), and the precipitated pale yellow solid was collected by filtration and dissolved in a mixture of water (80ml.) and ammonia solution (specific gravity 0.88, ca 5ml.). The solution was washed with ethyl acetate (2 × 25ml.). Addition of sodium chloride (ca 10g.) to the aqueous phase ca... Starting materials: C[Al](C)C, COc1cccc(C2CCC(=O)O2)c1, Cc1ccccc1, Nc1cnc(Oc2ccc(Cl)cc2)cn1, ClCCl. Product: COc1cccc(C(O)CCC(=O)Nc2cnc(Oc3ccc(Cl)cc3)cn2)c1. Reaction SMILES: [CH3:16][Al:17]([CH3:18])[CH3:19].[CH3:20][O:21][c:22]1[cH:23][c:24]([CH:28]2[CH2:29][CH2:30][C:31](=[O:33])[O:32]2)[cH:25][cH:26][cH:27]1.[CH3:37][c:38]1[cH:39][cH:40][cH:41][cH:42][cH:43]1.[Cl:1][c:2]1[cH:3][cH:4][c:5]([O:6][c:7]2[n:8][cH:9][c:10]([NH2:13])[n:11][cH:12]2)[cH:14][cH:15]1.[Cl:34][CH2:35][Cl:36]>>[Cl:1][c:2]1[cH:3][cH:4][c:5]([O:6][c:7]2[n:8][cH:9][c:10]([NH:13][C:31]([CH2:30][CH2:29][CH:28]([c:24]3[cH:23][c:22]([O:21][CH3:20])[cH:27][cH:26][cH:25]3)[OH:32])=[O:33])[n:11][cH:12]2)[cH:14][cH:15]1. Procedure: To a solution of 1-({[2-(trimethylsilyl)ethyloxy]methyl}-1H-imidazole-2-carboaldehyde (CAS Registry Number: 101226-42-0, 1.5 g) and {[4-(methyloxy)phenyl]methyl}amine (0.39 mL) in dichloromethane (containing 1% acetic acid) (10 mL), sodium triacetoxyborohydride (1.91 g) was added. The reaction mixture was stirred at room temperature for 16 hours. The reaction mixture was added by an aqueous 1 N sodium hydroxide solution and then extracted with dichloromethane. The extract thus obtained was washe... The solvent is ClCCl (dichloromethane). The product is COC1=CC=C(CN(CC=2N(C=CN2)COCC[Si](C)(C)C)CC=2N(C=CN2)COCC[Si](C)(C)C)C=C1 (N-(4-methoxybenzyl)-N,N-bis[(1-{[2-(trimethylsilyl)ethoxy]methyl}-1H-imidazol-2-yl)methyl]amine). As a reaction SMILES: [CH3:1][Si:2]([CH3:15])([CH3:14])[CH2:3][CH2:4][O:5][CH2:6][N:7]1[CH:11]=[CH:10][N:9]=[C:8]1[CH:12]=O.[CH3:16][O:17][C:18]1[CH:23]=[CH:22][C:21]([CH2:24][NH2:25])=[CH:20][CH:19]=1.C(O[BH-](O[C:36](=[O:38])[CH3:37])OC(=O)C)(=O)C.[Na+].[OH-].[Na+]>ClCCl>[CH3:16][O:17][C:18]1[CH:23]=[CH:22][C:21]([CH2:24][N:25]([CH2:12][C:8]2[N:7]([CH2:6][O:38][CH2:36][CH2:37][Si:2]([CH3:1])([CH3:14])[CH3:3])[CH:11]=[CH:10][N:9]=2)[CH2:12][C:8]2[N:7]([CH2:6][O:5][CH2:4][CH2:3][Si:2]([CH3:15])([CH3:14])[CH3:1])[CH:11]=[CH:10][N:9]=2)=[CH:20][CH:19]=1 |f:2.3,4.5|. Run at time 16 hour. Starting materials: [OH-].[Na+] (sodium hydroxide), C[Si](CCOCN1C(=NC=C1)C=O)(C)C ({[2-(trimethylsilyl)ethyloxy]methyl}-1H-imidazole-2-carboaldehyde), COC1=CC=C(C=C1)CN ({[4-(methyloxy)phenyl]methyl}amine), C(C)(=O)O[BH-](OC(C)=O)OC(C)=O.[Na+] (sodium triacetoxyborohydride). Reactants: S(=S)(=O)([O-])[O-].[Na+].[Na+] (sodium thiosulfate), C(CCC)OCCOC1=CC=C(C=C1)C=1C=CC2=C(C=C(CCN2CC(C)C)C(=O)NC2=CC=C(C=C2)SCC=2SC=CN2)C1 (7-[4-(2-butoxyethoxy)phenyl]-1-isobutyl-N-[4-[(thiazol-2-ylmethyl)sulfanyl]phenyl]-2,3-dihydro-1-benzazepine-4-carboxamide), solution, ClC1=CC(=CC=C1)C(=O)OO (3-chloroperbenzoic acid). Solvent: ClCCl (dichloromethane), ClCCl (dichloromethane). Isolated yield 71.5%. Reported procedure: To a solution of 7-[4-(2-butoxyethoxy)phenyl]-1-isobutyl-N-[4-[(thiazol-2-ylmethyl)sulfanyl]phenyl]-2,3-dihydro-1-benzazepine-4-carboxamide (150 mg) in dichloromethane (10 ml) was added dropwise 70% solution of 3-chloroperbenzoic acid (57.6 mg) in dichloromethane (10 ml) at −78° C. After finishing the dropping, an aqueous solution of sodium thiosulfate was added to the mixture, and the mixture was allowed to be at room temperature, and stirred for 30 minutes, and extracted with ethyl acetate. Th... Yields the product C(CCC)OCCOC1=CC=C(C=C1)C=1C=CC2=C(C=C(CCN2CC(C)C)C(=O)NC2=CC=C(C=C2)S(=O)CC=2SC=CN2)C1 (7-[4-(2-butoxyethoxy)phenyl]-1-isobutyl-N-[4-[(thiazol-2-ylmethyl)sulfinyl]phenyl]-2,3-dihydro-1-benzazepine-4-carboxamide). RXN SMILES: [CH2:1]([O:5][CH2:6][CH2:7][O:8][C:9]1[CH:14]=[CH:13][C:12]([C:15]2[CH:16]=[CH:17][C:18]3[N:24]([CH2:25][CH:26]([CH3:28])[CH3:27])[CH2:23][CH2:22][C:21]([C:29]([NH:31][C:32]4[CH:37]=[CH:36][C:35]([S:38][CH2:39][C:40]5[S:41][CH:42]=[CH:43][N:44]=5)=[CH:34][CH:33]=4)=[O:30])=[CH:20][C:19]=3[CH:45]=2)=[CH:11][CH:10]=1)[CH2:2][CH2:3][CH3:4].ClC1C=CC=C(C(OO)=[O:54])C=1.S([O-])([O-])(=O)=S.[Na+].[Na+]>ClCCl>[CH2:1]([O:5][CH2:6][CH2:7][O:8][C:9]1[CH:14]=[CH:13][C:12]([C:15]2[CH:16]=[CH:17][C:18]3[N:24]([CH2:25][CH:26]([CH3:27])[CH3:28])[CH2:23][CH2:22][C:21]([C:29]([NH:31][C:32]4[CH:33]=[CH:34][C:35]([S:38]([CH2:39][C:40]5[S:41][CH:42]=[CH:43][N:44]=5)=[O:54])=[CH:36][CH:37]=4)=[O:30])=[CH:20][C:19]=3[CH:45]=2)=[CH:11][CH:10]=1)[CH2:2][CH2:3][CH3:4] |f:2.3.4|. Run at time 30 minute. Reactants: CS(=O)(=O)C=1C=CC(=C(C1)NC(OC(C)(C)C)=O)B1OC(C(O1)(C)C)(C)C (tert-butyl 5-(methylsulfonyl)-2-(4,4,5,5-tetramethyl-1,3,2-dioxaborolan-2-yl)phenylcarbamate), BrC=1C(=NC=CC1)C#N (3-bromopicolino-nitrile), tetrakis(triphenyl-phosphine)palladium, C([O-])([O-])=O.[K+].[K+] (potassium carbonate). Solvent: CO (methanol), ClCCl (dichloromethane), O (water), C1(=CC=CC=C1)C (toluene). Conditions: temperature 100 celsius, time 8 hour. Product: CS(=O)(=O)C1=CC=2C(=C3C=CC=NC3=C(N2)N)C=C1 (8-(methylsulfonyl)benzo[f][1,7]naphthyridin-5-amine). RXN SMILES: [CH3:1][S:2]([C:5]1[CH:6]=[CH:7][C:8](B2OC(C)(C)C(C)(C)O2)=[C:9]([NH:11]C(=O)OC(C)(C)C)[CH:10]=1)(=[O:4])=[O:3].Br[C:29]1[C:30]([C:35]#[N:36])=[N:31][CH:32]=[CH:33][CH:34]=1.C(=O)([O-])[O-].[K+].[K+]>C1(C)C=CC=CC=1.CO.ClCCl.O>[CH3:1][S:2]([C:5]1[CH:6]=[CH:7][C:8]2=[C:29]3[C:30](=[C:35]([NH2:36])[N:11]=[C:9]2[CH:10]=1)[N:31]=[CH:32][CH:33]=[CH:34]3)(=[O:3])=[O:4] |f:2.3.4|. Procedure details: A solution of tert-butyl 5-(methylsulfonyl)-2-(4,4,5,5-tetramethyl-1,3,2-dioxaborolan-2-yl)phenylcarbamate (from step 3) (1.0 eq.) and 3-bromopicolino-nitrile (1.0 eq.) in toluene (0.24 M) was mixed with tetrakis(triphenyl-phosphine)palladium (5 mol %) and 2N aqueous potassium carbonate solution (4.0 eq.). The reaction was heated to 100° C. and stirred overnight. After cooling to ambient temperature, the reaction content was diluted with 2% methanol in dichloromethane and water. The two phases w...